Task: describe an organic reaction: reactants, conditions, products, and yield. Dataset: the Open Reaction Database (ORD), a public repository of structured organic reaction records The reactants are S(O)(O)(=O)=O (sulfuric acid), ClC1=C(C=CC(=C1Cl)OC)CC#N ((2,3-Dichloro-4-methoxyphenyl)acetonitrile), C(C)(=O)O (acetic acid), ice water. Conditions: temperature 110 celsius, time 8 hour. Yields the product ClC1=C(C=CC(=C1Cl)OC)CC(=O)O ((2,3-dichloro-4-methoxyphenyl)acetic acid). Reaction SMILES: [Cl:1][C:2]1[C:7]([Cl:8])=[C:6]([O:9][CH3:10])[CH:5]=[CH:4][C:3]=1CC#N.S(=O)(=O)(O)O.[C:19]([OH:22])(=[O:21])[CH3:20]>>[Cl:1][C:2]1[C:7]([Cl:8])=[C:6]([O:9][CH3:10])[CH:5]=[CH:4][C:3]=1[CH2:20][C:19]([OH:22])=[O:21]. Reported procedure: (2,3-Dichloro-4-methoxyphenyl)acetonitrile (770 mg) was dissolved in a 50% aqueous acetic acid solution (8.00 mL), and then concentrated sulfuric acid (4.00 mL) was added thereto, followed by stirring at 110° C. overnight. The reaction mixture was cooled to room temperature, then ice water was added to the mixture, and the resulting solid was collected by filtration and washed with water to obtain (2,3-dichloro-4-methoxyphenyl)acetic acid (737 mg). Starting materials: C(=O)([O-])[O-].[Cs+].[Cs+] (Cs2CO3), ClC1=CC=C(C=C1)N(C(C)=O)[C@@H]1C[C@@H](N(C2=CC=CC=C12)C(C1=CC=C(C=C1)O)=O)C ((2S,4R)-N-(4-Chloro-phenyl)-N-[1-(4-hydroxy-benzoyl)-2-methyl-1,2,3,4-tetrahydro-quinolin-4-yl]-acetamide), C(C)OC(C(F)Br)=O (bromo-fluoro-acetic acid ethyl ester). The solvent is CN(C)C=O (DMF). Reaction conditions: time 8 hour. The product is C(C)OC([C@H](F)OC1=CC=C(C=C1)C(=O)N1C(C[C@H](C2=CC=CC=C12)N(C1=CC=C(C=C1)Cl)C(C)=O)C)=O ((2S,4R)-(4-{4-[Acetyl-(4-chloro-phenyl)-amino]-2-methyl-3,4-dihydro-2H-quinoline-1-carbonyl}-phenoxy)-fluoro-acetic acid ethyl ester). RXN SMILES: [Cl:1][C:2]1[CH:7]=[CH:6][C:5]([N:8]([C@H:12]2[C:21]3[C:16](=[CH:17][CH:18]=[CH:19][CH:20]=3)[N:15]([C:22](=[O:30])[C:23]3[CH:28]=[CH:27][C:26]([OH:29])=[CH:25][CH:24]=3)[C@@H:14]([CH3:31])[CH2:13]2)[C:9](=[O:11])[CH3:10])=[CH:4][CH:3]=1.C([O-])([O-])=O.[Cs+].[Cs+].[CH2:38]([O:40][C:41](=[O:45])[CH:42](Br)[F:43])[CH3:39]>CN(C=O)C>[CH2:38]([O:40][C:41](=[O:45])[C@@H:42]([O:29][C:26]1[CH:25]=[CH:24][C:23]([C:22]([N:15]2[C:16]3[C:21](=[CH:20][CH:19]=[CH:18][CH:17]=3)[C@H:12]([N:8]([C:9](=[O:11])[CH3:10])[C:5]3[CH:4]=[CH:3][C:2]([Cl:1])=[CH:7][CH:6]=3)[CH2:13][CH:14]2[CH3:31])=[O:30])=[CH:28][CH:27]=1)[F:43])[CH3:39] |f:1.2.3|. Procedure details: (2S,4R)-N-(4-Chloro-phenyl)-N-[1-(4-hydroxy-benzoyl)-2-methyl-1,2,3,4-tetrahydro-quinolin-4-yl]-acetamide (202 mg, 0.46 mmol) was dissolved in DMF (2 mL) at room temperature. Cs2CO3 (760 mg, 2.33 mmol) was added followed by bromo-fluoro-acetic acid ethyl ester (0.070 mL, 0.583 mmol) and the reaction was allowed to stir overnight. The mixture was partitioned between methylene chloride and water; the organic layer was dried over Na2SO4, filtered and concentrated. The crude residue was purified by ... Starting materials: CNC(=O)ON=CC(C)(S(=O)(=O)C)C (2-methyl-2-(methylsulfonyl) propionaldehyde O-(methylcarbamoyl) oxime), CC(C=NO)(C)SC (2-methyl-2-(methylthio) propionaldehyde oxime), CN=C=O (methyl isocyanate). The product is CNC(=O)ON=CC(C)(SC)C (2-methyl-2-(methylthio) propionaldehyde O-(methylcarbamoyl) oxime). Reaction SMILES: [CH3:1][NH:2][C:3]([O:5][N:6]=[CH:7][C:8]([CH3:14])([S:10]([CH3:13])(=O)=O)[CH3:9])=[O:4].CC(SC)(C)C=NO.CN=C=O>>[CH3:1][NH:2][C:3]([O:5][N:6]=[CH:7][C:8]([CH3:14])([S:10][CH3:13])[CH3:9])=[O:4]. Procedure details: This invention relates to a process for preparing 2-methyl-2-(methylsulfonyl) propionaldehyde O-(methylcarbamoyl) oxime as an aqueous wet cake by reacting 2-methyl-2-(methylthio) propionaldehyde oxime with methyl isocyanate in an aqueous medium to give 2-methyl-2-(methylthio) propionaldehyde O-(methylcarbamoyl) oxime which is then oxidized in an aqueous medium to give 2-methyl-2-(methylsulfonyl) propionaldehyde O-(methylcarbamoyl) oxime. This invention also relates to an aqueous wet cake composi... Reactants: intermediate 11, C(C)(C)(C)OC(=O)N[C@@H](C(=O)OC)CC1=CC=C(C=C1)O ((R)-methyl 2-((tert-butoxycarbonyl)amino)-3-(4-hydroxyphenyl)propanoate), BrCCO[Si](C)(C)C(C)(C)C ((2-bromoethoxy)(tert-butyl)dimethylsilane). Solvent: CCCCCCC.CCOC(=O)C (heptane EtOAc). Yields the product [Si](C)(C)(C(C)(C)C)OCCOC1=CC=C(C=C1)[C@H]1[C@@H](NC(O1)=O)CO[Si](C)(C)C(C)(C)C ((4S,5S)-5-(4-(2-((tert-Butyldimethylsilyl)oxy)ethoxy)phenyl)-4-(((tert-butyldimethylsilyl)oxy)methyl)oxazolidin-2-one). As a reaction SMILES: C([O:5][C:6]([NH:8][C@H:9]([CH2:14][C:15]1[CH:20]=[CH:19][C:18]([OH:21])=[CH:17][CH:16]=1)[C:10]([O:12]C)=O)=[O:7])(C)(C)C.Br[CH2:23][CH2:24][O:25][Si:26]([C:29]([CH3:32])([CH3:31])[CH3:30])([CH3:28])[CH3:27]>CCCCCCC.CCOC(C)=O>[Si:26]([O:25][CH2:24][CH2:23][O:21][C:18]1[CH:17]=[CH:16][C:15]([C@@H:14]2[O:7][C:6](=[O:5])[NH:8][C@H:9]2[CH2:10][O:12][Si:26]([C:29]([CH3:32])([CH3:31])[CH3:30])([CH3:28])[CH3:27])=[CH:20][CH:19]=1)([C:29]([CH3:32])([CH3:31])[CH3:30])([CH3:28])[CH3:27] |f:2.3|. Procedure details: The title compound was prepared in analogy to the procedure described for intermediate 11 starting with (R)-methyl 2-((tert-butoxycarbonyl)amino)-3-(4-hydroxyphenyl)propanoate and (2-bromoethoxy)(tert-butyl)dimethylsilane. TLC (heptane/EtOAc 1:1) Rf=0.51; tR=1.764 min (UPLC 1); LC-MS: [M+H] 482; Rt 1.57 min; (LCMS method 1); 1H NMR (400 MHz, CDCl3): 7.31 (d, 2H), 6.96 (d, 2H), 5.26 (br s, 1H), 5.22 (d, 1H), 4.13 (m, 2H), 4.00 (m, 2H), 3.79 (m, 1H), 3.67 (m, 2H), 0.93 (s, 9H), 0.92 (s, 9H), 0.11 ... RXN SMILES: [CH3:1][O:2][C:3](=[O:14])[C:4](=[N+:12]=[N-:13])[C:5](=[O:11])[CH2:6][C:7](OC)=[O:8].C1(P(C2C=CC=CC=2)C2C=CC=CC=2)C=CC=CC=1.C(OCC)(=O)C>C(OCC)C>[CH3:1][O:2][C:3]([C:4]1[N:12]=[N:13][C:7]([OH:8])=[CH:6][C:5]=1[OH:11])=[O:14]. The yield is 30.1%. The reactants are COC(C(C(CC(=O)OC)=O)=[N+]=[N-])=O (2-diazo-3-oxo-pentanedioic acid dimethyl ester), C1(=CC=CC=C1)P(C1=CC=CC=C1)C1=CC=CC=C1 (triphenylphosphine), C(C)(=O)OCC (ethyl acetate). Yields the product COC(=O)C=1N=NC(=CC1O)O (4,6-dihydroxy-pyridazine-3-carboxylic acid methyl ester). The solvent is C(C)OCC (diethyl ether). Reaction conditions: time 24 hour. Reported procedure: A mixture of 2-diazo-3-oxo-pentanedioic acid dimethyl ester (50.0 g, 249.8 mmol) and triphenylphosphine (65.5 g, 249.8 mmol) in diethyl ether (500 mL) was stirred at room temperature for 24 h. The organic solvent was removed under vacuum and then acetic acid (500 mL) and water (50 mL) were added to the residue and the mixture was refluxed for 10 h. The reaction mixture was concentrated under reduced pressure to obtain a viscous residue. Trituration with ethyl acetate generated a yellow solid tha...